From a dataset of the Open Reaction Database (ORD), a public repository of structured organic reaction records. describe an organic reaction: reactants, conditions, products, and yield Starting materials: Cl (hydrochloric acid), FC1=C(C=CC(=C1NC1=NC=CC=C1C1=C2N=CN(C2=NC=N1)C1OCCCC1)F)NS(=O)(=O)C1=CC=C(C=C1)C(F)(F)F (N-(2,4-difluoro-3-(3-(9-(tetrahydro-2H-pyran-2-yl)-9H-purin-6-yl)pyridin-2-ylamino)phenyl)-4-(trifluoromethyl)benzenesulfonamide), target compound. Run at time 2 hour. Yields the product N1=CN=C2NC=NC2=C1C=1C(=NC=CC1)NC=1C(=C(C=CC1F)NS(=O)(=O)C1=CC=C(C=C1)C(F)(F)F)F (N-(3-(3-(9H-purin-6-yl)pyridin-2-ylamino)-2,4-difluorophenyl)-4-(trifluoromethyl)benzenesulfonamide). The yield is 88.0%. RXN SMILES: Cl.[F:2][C:3]1[C:8]([NH:9][C:10]2[C:15]([C:16]3[N:24]=[CH:23][N:22]=[C:21]4[C:17]=3[N:18]=[CH:19][N:20]4C3CCCCO3)=[CH:14][CH:13]=[CH:12][N:11]=2)=[C:7]([F:31])[CH:6]=[CH:5][C:4]=1[NH:32][S:33]([C:36]1[CH:41]=[CH:40][C:39]([C:42]([F:45])([F:44])[F:43])=[CH:38][CH:37]=1)(=[O:35])=[O:34]>>[N:24]1[C:16]([C:15]2[C:10]([NH:9][C:8]3[C:3]([F:2])=[C:4]([NH:32][S:33]([C:36]4[CH:41]=[CH:40][C:39]([C:42]([F:45])([F:43])[F:44])=[CH:38][CH:37]=4)(=[O:35])=[O:34])[CH:5]=[CH:6][C:7]=3[F:31])=[N:11][CH:12]=[CH:13][CH:14]=2)=[C:17]2[C:21]([NH:20][CH:19]=[N:18]2)=[N:22][CH:23]=1. Procedure: 1M aqueous hydrochloric acid solution was added into the N-(2,4-difluoro-3-(3-(9-(tetrahydro-2H-pyran-2-yl)-9H-purin-6-yl)pyridin-2-ylamino)phenyl)-4-(trifluoromethyl)benzenesulfonamide (26 mg, 0.040 mmol) prepared at Step 10 and stirred for 2 hours. After the reaction, the reactant was washed with an aqueous solution of sodium hydrogen carbonate and salt water. After extraction with ethylacetate, the organic layer was dried with sulfuric anhydride magnesium and vacuum concentrated, and then ref...